This data is from the Open Reaction Database (ORD), a public repository of structured organic reaction records. The task is: describe an organic reaction: reactants, conditions, products, and yield The reactants are C(CC)(=O)NC=1C=C(C=C(C1)NC(CC)=O)[N+](=O)[O-] (3,5-bis-propionamidonitrobenzene), C(C)(=O)C1=C(C(C(OC1=O)=O)=C(C)NC1=CC(=CC(=C1)NC(CC)=O)NC(CC)=O)O (5-acetyl-4-hydroxy-3-[1-(3,5-bis-propionamidophenylamino)ethylidene]-2H-pyran-2,6(3H)-dione), C(CC)(=O)NC=1C=C(C=C(C1)NC(CC)=O)[N+](=O)[O-] (3,5-bis-propionamidonitrobenzene). Product: C(C)(=O)C=1C(OC(=C(C1O)C(C)=O)O)=O (3,5-diacetyl-4,6-dihydroxy-2H-pyran-2-one). As a reaction SMILES: C(NC1C=C([N+]([O-])=O)C=C(NC(=O)CC)C=1)(=[O:4])CC.[C:20]([C:23]1[C:28](=[O:29])[O:27][C:26](=[O:30])[C:25](=[C:31](NC2C=C(NC(=O)CC)C=C(NC(=O)CC)C=2)[CH3:32])[C:24]=1[OH:50])(=[O:22])[CH3:21]>>[C:31]([C:25]1[C:26](=[O:30])[O:27][C:28]([OH:29])=[C:23]([C:20](=[O:22])[CH3:21])[C:24]=1[OH:50])(=[O:4])[CH3:32]. Procedure: Following the procedures outlined in Example 2, this nitrobenzene was hydrogenated to the 3,5-bis-propionamidoaniline and the latter (2.15 g., 0.0084 mol) was reacted with 1.75 g. (0.0084 mol) of 3,5-diacetyl-4,6-dihydroxy-2H-pyran-2-one to furnish 5-acetyl-4-hydroxy-3-[1-(3,5-bis-propionamidophenylamino)ethylidene]-2H-pyran-2,6(3H)-dione, m.p. 239°-241° (dec.). Starting materials: CCCC[Sn](Cl)(Cl)CCCC, C1CCOC1, COc1ccc(N)cc1OC1CCCC1, CC(C)(C)OC(=O)Nc1ccccc1NC(=O)c1ccc(C=CC=O)cc1, [SiH3]c1ccccc1. RXN SMILES: [CH2:43]([Sn:44]([Cl:45])([Cl:46])[CH2:47][CH2:48][CH2:49][CH3:50])[CH2:51][CH2:52][CH3:53].[CH2:61]1[O:62][CH2:63][CH2:64][CH2:65]1.[CH:28]1([O:33][c:34]2[cH:35][c:36]([NH2:37])[cH:38][cH:39][c:40]2[O:41][CH3:42])[CH2:29][CH2:30][CH2:31][CH2:32]1.[O:1]=[CH:2][CH:3]=[CH:4][c:5]1[cH:6][cH:7][c:8]([C:9](=[O:10])[NH:11][c:12]2[c:13]([NH:18][C:19]([O:20][C:21]([CH3:22])([CH3:23])[CH3:24])=[O:25])[cH:14][cH:15][cH:16][cH:17]2)[cH:26][cH:27]1.[c:54]1([SiH3:55])[cH:56][cH:57][cH:58][cH:59][cH:60]1>>[CH2:2]([CH:3]=[CH:4][c:5]1[cH:6][cH:7][c:8]([C:9](=[O:10])[NH:11][c:12]2[c:13]([NH:18][C:19]([O:20][C:21]([CH3:22])([CH3:23])[CH3:24])=[O:25])[cH:14][cH:15][cH:16][cH:17]2)[cH:26][cH:27]1)[NH:37][c:36]1[cH:35][c:34]([O:33][CH:28]2[CH2:29][CH2:30][CH2:31][CH2:32]2)[c:40]([O:41][CH3:42])[cH:39][cH:38]1. Product: COc1ccc(NCC=Cc2ccc(C(=O)Nc3ccccc3NC(=O)OC(C)(C)C)cc2)cc1OC1CCCC1.